From a dataset of the Open Reaction Database (ORD), a public repository of structured organic reaction records. describe an organic reaction: reactants, conditions, products, and yield Yield: 35.8%. The reagents and catalysts are C1=CC=C(C=C1)P([C-]2C=CC=C2)C3=CC=CC=C3.C1=CC=C(C=C1)P([C-]2C=CC=C2)C3=CC=CC=C3.Cl[Pd]Cl.[Fe+2] ([1,1′-bis(diphenylphosphino)ferrocene]palladium(II) chloride). Product: eluent, ClC=1C=C2C(=CNC2=CC1)CCNC(C1=CC=C(C=C1)CC1=C(C=CC(=C1)F)F)=O (N-(2-(5-Chloro-1H-indol-3-yl)ethyl)-4-(2,5-difluorobenzyl)benzamide). As a reaction SMILES: [Cl:1][C:2]1[CH:3]=[C:4]2[C:8](=[CH:9][CH:10]=1)[NH:7][CH:6]=[C:5]2[CH2:11][CH2:12][NH:13][C:14](=[O:23])[C:15]1[CH:20]=[CH:19][C:18]([CH2:21]Cl)=[CH:17][CH:16]=1.[F:24][C:25]1[CH:30]=[CH:29][C:28]([F:31])=[CH:27][C:26]=1B(O)O.ClCCl.C(=O)([O-])[O-].[Na+].[Na+].[I-].[Na+]>C(COC)OC.O.C1C=CC(P(C2C=CC=CC=2)[C-]2C=CC=C2)=CC=1.C1C=CC(P(C2C=CC=CC=2)[C-]2C=CC=C2)=CC=1.Cl[Pd]Cl.[Fe+2]>[Cl:1][C:2]1[CH:3]=[C:4]2[C:8](=[CH:9][CH:10]=1)[NH:7][CH:6]=[C:5]2[CH2:11][CH2:12][NH:13][C:14](=[O:23])[C:15]1[CH:20]=[CH:19][C:18]([CH2:21][C:29]2[CH:30]=[C:25]([F:24])[CH:26]=[CH:27][C:28]=2[F:31])=[CH:17][CH:16]=1 |f:3.4.5,6.7,10.11.12.13|. Reactants: C([O-])([O-])=O.[Na+].[Na+] (sodium carbonate), ClCCl (dichloromethane), ClC=1C=C2C(=CNC2=CC1)CCNC(C1=CC=C(C=C1)CCl)=O (N-(2-(5-chloro-1H-indol-3-yl)ethyl)-4-(chloromethyl)benzamide), FC1=C(C=C(C=C1)F)B(O)O (2,5-difluorophenylboronic acid), [I-].[Na+] (sodium iodide). Solvent: O (water), C(OC)COC (dimethoxyethane). Procedure: N-(2-(5-Chloro-1H-indol-3-yl)ethyl)-4-(2,5-difluorobenzyl)benzamide was prepared according to method B with N-(2-(5-chloro-1H-indol-3-yl)ethyl)-4-(chloromethyl)benzamide (0.080 g; 0.230 mmol), 2,5-difluorophenylboronic acid (0.038 g; 0.242 mmol), [1,1′-bis(diphenylphosphino)ferrocene]palladium(II) chloride, complex with dichloromethane (0.019 g; 0.023 mmol), sodium carbonate (0.048 g; 0.460 mmol), sodium iodide (0.069 g; 0.460 mmol), in dimethoxyethane (3 mL) and water (1 mL), irradiated in a mi... The product is CONS(=O)(=O)c1c(C)nn(C)c1Cl. Starting materials: CC#N, Cc1nn(C)c(Cl)c1S(=O)(=O)Cl, Cl, CON, O, c1ccncc1. Reaction SMILES: [CH3:24][C:25]#[N:26].[Cl:5][c:6]1[c:7]([S:13](=[O:14])(=[O:15])[Cl:16])[c:8]([CH3:12])[n:9][n:10]1[CH3:11].[ClH:1].[O:2]([CH3:3])[NH2:4].[OH2:17].[cH:18]1[cH:19][cH:20][n:21][cH:22][cH:23]1>>[O:2]([CH3:3])[NH:4][S:13]([c:7]1[c:6]([Cl:5])[n:10]([CH3:11])[n:9][c:8]1[CH3:12])(=[O:14])=[O:15]. Starting materials: N#Cc1cccc2c1CC(=O)c1ccc(F)cc1S2, CCO, NN, O. Yields the product N#Cc1cccc2c1CC(=NN)c1ccc(F)cc1S2. As a reaction SMILES: [C:1](#[N:2])[c:3]1[cH:4][cH:5][cH:6][c:7]2[c:8]1[CH2:9][C:10](=[O:19])[c:11]1[c:12]([cH:14][c:15]([F:18])[cH:16][cH:17]1)[S:13]2.[CH3:23][CH2:24][OH:25].[NH2:21][NH2:22].[OH2:20]>>[C:1](#[N:2])[c:3]1[cH:4][cH:5][cH:6][c:7]2[c:8]1[CH2:9][C:10](=[N:21][NH2:22])[c:11]1[c:12]([cH:14][c:15]([F:18])[cH:16][cH:17]1)[S:13]2. The reactants are O (H2O), FC(C(=O)NC=1N=C2N(C=C(C=C2)C(C2=CC=CC=C2)=O)C1I)(F)F (2-trifluoroacetamido-3-iodo-6-benzoyl-imidazo[1,2-a]pyridine), [OH-].[K+] (KOH), 3A, CSSC (methyldisulfide). Reagents/catalysts: [Cu] (Copper bronze). The solvent is N1=CC=CC=C1 (pyridine). Conditions: temperature 104 celsius, time 15 minute. Product: FC(C(=O)NC=1N=C2N(C=C(C=C2)C(C2=CC=CC=C2)=O)C1SC)(F)F (2-Trifluoroacetamido-3-methylthio-6-benzoyl-imidazo[1,2-a]pyridine). The yield is 81.4%. Reaction SMILES: [F:1][C:2]([F:25])([F:24])[C:3]([NH:5][C:6]1[N:7]=[C:8]2[CH:13]=[CH:12][C:11]([C:14](=[O:21])[C:15]3[CH:20]=[CH:19][CH:18]=[CH:17][CH:16]=3)=[CH:10][N:9]2[C:22]=1I)=[O:4].[OH-].[K+].O.[CH3:29][S:30]SC>N1C=CC=CC=1.[Cu]>[F:1][C:2]([F:25])([F:24])[C:3]([NH:5][C:6]1[N:7]=[C:8]2[CH:13]=[CH:12][C:11]([C:14](=[O:21])[C:15]3[CH:20]=[CH:19][CH:18]=[CH:17][CH:16]=3)=[CH:10][N:9]2[C:22]=1[S:30][CH3:29])=[O:4] |f:1.2|. Procedure details: The 2-trifluoroacetamido-3-iodo-6-benzoyl-imidazo[1,2-a]pyridine (1.00 g, 2.17 mmol) was dissolved in 20 ml of pyridine (predried over KOH and then molecular sieve 3A , 0.04% H2O) under argon atmosphere. Copper bronze (207 mg, 3.25 mmol) was added. To the golden suspension in brown solution was added methyldisulfide (160 μl, 2.17 mmol) via syringe. The reaction mixture was heated for 1 hour at 104° C. then 68 hours at 100° C. The evolution of the reaction was followed by NMR (in each case, a sam... Starting materials: C1CCOC1, [Li]CCCC, CC(C)(C)O, O=C(Cl)C1CC1, O. Yields the product CC(C)(C)OC(=O)C1CC1. As a reaction SMILES: [CH2:18]1[O:19][CH2:20][CH2:21][CH2:22]1.[CH2:6]([Li:7])[CH2:8][CH2:9][CH3:10].[CH3:1][C:2]([CH3:3])([CH3:4])[OH:5].[CH:11]1([C:14](=[O:15])[Cl:16])[CH2:12][CH2:13]1.[OH2:17]>>[CH3:1][C:2]([CH3:3])([CH3:4])[O:5][C:14]([CH:11]1[CH2:12][CH2:13]1)=[O:15]. The reactants are C1CCOC1, CO, COC(=O)c1cc(N2CCC(NC(=O)c3[nH]c(C)c(Cl)c3Cl)CC2)c2cc(Cl)ccc2n1, Cl, [Na+], [OH-], O. Product: Cc1[nH]c(C(=O)NC2CCN(c3cc(C(=O)O)nc4ccc(Cl)cc34)CC2)c(Cl)c1Cl. Reaction SMILES: [CH2:36]1[O:37][CH2:38][CH2:39][CH2:40]1.[CH3:41][OH:42].[Cl:1][c:2]1[cH:3][c:4]2[c:5]([N:16]3[CH2:17][CH2:18][CH:19]([NH:22][C:23](=[O:24])[c:25]4[nH:26][c:27]([CH3:32])[c:28]([Cl:31])[c:29]4[Cl:30])[CH2:20][CH2:21]3)[cH:6][c:7]([C:12](=[O:13])[O:14][CH3:15])[n:8][c:9]2[cH:10][cH:11]1.[ClH:35].[Na+:34].[OH-:33].[OH2:43]>>[Cl:1][c:2]1[cH:3][c:4]2[c:5]([N:16]3[CH2:17][CH2:18][CH:19]([NH:22][C:23](=[O:24])[c:25]4[nH:26][c:27]([CH3:32])[c:28]([Cl:31])[c:29]4[Cl:30])[CH2:20][CH2:21]3)[cH:6][c:7]([C:12](=[O:13])[OH:14])[n:8][c:9]2[cH:10][cH:11]1. Reactants: FC=1C=C(C=CC1F)[C@@H]1N([C@@H](CC1)\C=C\C(=O)OC)C(=O)OC(C)(C)C (tert-butyl (E)-(2R,5S)-2-(3,4-difluorophenyl)-5-(2-methoxycarbonylvinyl)pyrrolidine-1-carboxylate), [H][H] (hydrogen). The reagents and catalysts are [C].[Pd] (Palladium-carbon). The solvent is C(C)(=O)OCC (ethyl acetate). The product is FC=1C=C(C=CC1F)[C@@H]1N([C@@H](CC1)CCC(=O)OC)C(=O)OC(C)(C)C (tert-butyl (2R,5S)-2-(3,4-difluorophenyl)-5-(2-methoxycarbonylethyl)pyrrolidine-1-carboxylate). Yield: 94.2%. RXN SMILES: [F:1][C:2]1[CH:3]=[C:4]([C@H:9]2[CH2:13][CH2:12][C@@H:11](/[CH:14]=[CH:15]/[C:16]([O:18][CH3:19])=[O:17])[N:10]2[C:20]([O:22][C:23]([CH3:26])([CH3:25])[CH3:24])=[O:21])[CH:5]=[CH:6][C:7]=1[F:8].[H][H]>C(OCC)(=O)C.[C].[Pd]>[F:1][C:2]1[CH:3]=[C:4]([C@H:9]2[CH2:13][CH2:12][C@@H:11]([CH2:14][CH2:15][C:16]([O:18][CH3:19])=[O:17])[N:10]2[C:20]([O:22][C:23]([CH3:26])([CH3:25])[CH3:24])=[O:21])[CH:5]=[CH:6][C:7]=1[F:8] |f:3.4|. Procedure: Palladium-carbon (containing 50% water, 124 mg) was added to a solution of tert-butyl (E)-(2R,5S)-2-(3,4-difluorophenyl)-5-(2-methoxycarbonylvinyl)pyrrolidine-1-carboxylate (0.95 g) in ethyl acetate (30 mL), and the reaction solution was stirred in a hydrogen atmosphere at room temperature for six hours. Palladium-carbon in the reaction solution was removed by filtration through celite, and the filtrate was concentrated under reduced pressure to obtain 0.90 g of the title compound. The property ... Yields the product C1(=CC=CC=C1)CCCOC(CNC([C@@H](NC(CC1=CC(=CC(=C1)F)F)=O)C)=O)=O (N-[N-(3,5-Difluorophenylacetyl)-L-alaninyl]glycine 3-Phenylpropyl Ester). Procedure details: Following General Procedure X and using N-[N-(3,5-difluorophenylacetyl)-L-alaninyl]glycine (prepared from N-[N-(3,5-difluorophenylacetyl)-L-alaninyl]glycine benzyl ester (from Example 73 below) using General Procedure O) and and 3-phenyl-1 -propanol (Aldrich), the title compound was prepared as a solid (mp=137° C.). The reaction was monitored by tlc (Rf=0.15 in 50% EtOAc/hexanes) and the product was purified by flash chromotography using 50% EtOAc/hexanes as the eluent. Solvent: EtOAc hexanes. Reaction SMILES: [F:1][C:2]1[CH:3]=[C:4]([CH2:9][C:10]([NH:12][C@H:13]([C:15]([NH:17][CH2:18][C:19]([OH:21])=[O:20])=[O:16])[CH3:14])=[O:11])[CH:5]=[C:6]([F:8])[CH:7]=1.[C:22]1([CH2:28][CH2:29][CH2:30]O)[CH:27]=[CH:26][CH:25]=[CH:24][CH:23]=1>>[C:22]1([CH2:28][CH2:29][CH2:30][O:20][C:19](=[O:21])[CH2:18][NH:17][C:15](=[O:16])[C@H:13]([CH3:14])[NH:12][C:10](=[O:11])[CH2:9][C:4]2[CH:3]=[C:2]([F:1])[CH:7]=[C:6]([F:8])[CH:5]=2)[CH:27]=[CH:26][CH:25]=[CH:24][CH:23]=1. Reactants: FC=1C=C(C=C(C1)F)CC(=O)N[C@@H](C)C(=O)NCC(=O)O (N-[N-(3,5-difluorophenylacetyl)-L-alaninyl]glycine), solid, C1(=CC=CC=C1)CCCO (3-phenyl-1 -propanol).